This data is from the Open Reaction Database (ORD), a public repository of structured organic reaction records. The task is: describe an organic reaction: reactants, conditions, products, and yield The reactants are COC=1C=C(CC2N(CCCC3=C2C=C(C(=C3)OC)OC)C(C(=O)O)C3=CC=CC=C3)C=CC1OC ([1-(3,4-dimethoxy-benzyl)-7,8-dimethoxy-1,3,4,5-tetrahydro-benzo[c]azepin-2-yl]-phenyl-acetic acid), C(C1=CC=CO1)N (furfurylamine). The product is COC=1C=C(CC2N(CCCC3=C2C=C(C(=C3)OC)OC)C(C(=O)NCC=3OC=CC3)C3=CC=CC=C3)C=CC1OC (2-[1-(3,4-Dimethoxy-benzyl)-7,8-dimethoxy-1,3,4,5-tetrahydro-benzo[c]azepin-2-yl]-N-furan-2-ylmethyl-2-phenyl-acetamide). As a reaction SMILES: [CH3:1][O:2][C:3]1[CH:4]=[C:5]([CH:32]=[CH:33][C:34]=1[O:35][CH3:36])[CH2:6][CH:7]1[C:13]2[CH:14]=[C:15]([O:20][CH3:21])[C:16]([O:18][CH3:19])=[CH:17][C:12]=2[CH2:11][CH2:10][CH2:9][N:8]1[CH:22]([C:26]1[CH:31]=[CH:30][CH:29]=[CH:28][CH:27]=1)[C:23]([OH:25])=O.[CH2:37]([NH2:43])[C:38]1[O:42][CH:41]=[CH:40][CH:39]=1>>[CH3:1][O:2][C:3]1[CH:4]=[C:5]([CH:32]=[CH:33][C:34]=1[O:35][CH3:36])[CH2:6][CH:7]1[C:13]2[CH:14]=[C:15]([O:20][CH3:21])[C:16]([O:18][CH3:19])=[CH:17][C:12]=2[CH2:11][CH2:10][CH2:9][N:8]1[CH:22]([C:26]1[CH:27]=[CH:28][CH:29]=[CH:30][CH:31]=1)[C:23]([NH:43][CH2:37][C:38]1[O:42][CH:41]=[CH:40][CH:39]=1)=[O:25]. Procedure: prepared by reaction of [1-(3,4-dimethoxy-benzyl)-7,8-dimethoxy-1,3,4,5-tetrahydro-benzo[c]azepin-2-yl]-phenyl-acetic acid with furfurylamine. Reactants: O=C([O-])[O-], CCOC(C)=O, NS(=O)(=O)c1ccc(-c2oc(Cl)nc2-c2ccccc2)cc1, COC1(c2cc(O)cc(F)c2)CCOCC1, [K+], [K+]. The product is COC1(c2cc(F)cc(Oc3nc(-c4ccccc4)c(-c4ccc(S(N)(=O)=O)cc4)o3)c2)CCOCC1. As a reaction SMILES: [C:23](=[O:24])([O-:25])[O-:26].[CH3:45][CH2:46][O:47][C:48](=[O:49])[CH3:50].[Cl:1][c:2]1[o:3][c:4](-[c:13]2[cH:14][cH:15][c:16]([S:19](=[O:20])(=[O:21])[NH2:22])[cH:17][cH:18]2)[c:5](-[c:7]2[cH:8][cH:9][cH:10][cH:11][cH:12]2)[n:6]1.[F:29][c:30]1[cH:31][c:32]([C:37]2([O:43][CH3:44])[CH2:38][CH2:39][O:40][CH2:41][CH2:42]2)[cH:33][c:34]([OH:36])[cH:35]1.[K+:27].[K+:28]>>[c:2]1([O:36][c:34]2[cH:33][c:32]([C:37]3([O:43][CH3:44])[CH2:38][CH2:39][O:40][CH2:41][CH2:42]3)[cH:31][c:30]([F:29])[cH:35]2)[o:3][c:4](-[c:13]2[cH:14][cH:15][c:16]([S:19](=[O:20])(=[O:21])[NH2:22])[cH:17][cH:18]2)[c:5](-[c:7]2[cH:8][cH:9][cH:10][cH:11][cH:12]2)[n:6]1.